From a dataset of the Open Reaction Database (ORD), a public repository of structured organic reaction records. describe an organic reaction: reactants, conditions, products, and yield Starting materials: CN(C)c1ccncc1, CCN(C(C)C)C(C)C, COc1cc(Cl)cc2c1OC(C)(CO)C2, Cc1ccc(S(=O)(=O)Cl)cc1. Product: COc1cc(Cl)cc2c1OC(C)(COS(=O)(=O)c1ccc(C)cc1)C2. RXN SMILES: [CH3:36][N:37]([CH3:38])[c:39]1[cH:40][cH:41][n:42][cH:43][cH:44]1.[CH:27]([N:28]([CH:29]([CH3:30])[CH3:31])[CH2:32][CH3:33])([CH3:34])[CH3:35].[Cl:1][c:2]1[cH:3][c:4]([O:14][CH3:15])[c:5]2[c:6]([cH:13]1)[CH2:7][C:8]([CH3:10])([CH2:11][OH:12])[O:9]2.[c:16]1([CH3:26])[cH:17][cH:18][c:19]([S:22](=[O:23])(=[O:24])[Cl:25])[cH:20][cH:21]1>>[Cl:1][c:2]1[cH:3][c:4]([O:14][CH3:15])[c:5]2[c:6]([cH:13]1)[CH2:7][C:8]([CH3:10])([CH2:11][O:12][S:22]([c:19]1[cH:18][cH:17][c:16]([CH3:26])[cH:21][cH:20]1)(=[O:23])=[O:24])[O:9]2. The reactants are Cn1cnc(S(=O)(=O)Cl)c1, CN(C)c1ccncc1, Cl, CN(C)C=O, NC(=O)c1cc(-c2ccccc2)cc2c(C3CCNCC3)n[nH]c12. The product is Cn1cnc(S(=O)(=O)N2CCC(c3n[nH]c4c(C(N)=O)cc(-c5ccccc5)cc34)CC2)c1. RXN SMILES: [CH3:26][n:27]1[cH:28][n:29][c:30]([S:32](=[O:33])(=[O:34])[Cl:35])[cH:31]1.[CH3:36][N:37]([c:38]1[cH:39][cH:40][n:41][cH:42][cH:43]1)[CH3:44].[ClH:1].[O:45]=[CH:46][N:47]([CH3:48])[CH3:49].[c:2]1(-[c:8]2[cH:9][c:10]3[c:11]([CH:20]4[CH2:21][CH2:22][NH:23][CH2:24][CH2:25]4)[n:12][nH:13][c:14]3[c:15]([C:17](=[O:18])[NH2:19])[cH:16]2)[cH:3][cH:4][cH:5][cH:6][cH:7]1>>[c:2]1(-[c:8]2[cH:9][c:10]3[c:11]([CH:20]4[CH2:21][CH2:22][N:23]([S:32]([c:30]5[n:29][cH:28][n:27]([CH3:26])[cH:31]5)(=[O:33])=[O:34])[CH2:24][CH2:25]4)[n:12][nH:13][c:14]3[c:15]([C:17](=[O:18])[NH2:19])[cH:16]2)[cH:3][cH:4][cH:5][cH:6][cH:7]1. Starting materials: C#CC1C(C(=O)OC(C)(C)C)C1(C)C, CC(C)NC(C)C, Cl, Br[Cu]Br, C1COCCO1, O. Yields the product C=C=CC1C(C(=O)OC(C)(C)C)C1(C)C. Reaction SMILES: [CH3:1][C:2]1([CH3:14])[CH:3]([C:7](=[O:8])[O:9][C:10]([CH3:11])([CH3:12])[CH3:13])[CH:4]1[C:5]#[CH:6].[CH:15]([NH:16][CH:17]([CH3:18])[CH3:19])([CH3:20])[CH3:21].[ClH:28].[Cu:30]([Br:31])[Br:32].[O:22]1[CH2:23][CH2:24][O:25][CH2:26][CH2:27]1.[OH2:29]>>[CH3:1][C:2]1([CH3:14])[CH:3]([C:7](=[O:8])[O:9][C:10]([CH3:11])([CH3:12])[CH3:13])[CH:4]1[CH:5]=[C:6]=[CH2:15]. The reactants are COc1c(Cl)cnc2[nH]c(-c3ccc(OCCO)cc3)nc12, O=S(Cl)Cl. Yields the product COc1c(Cl)cnc2[nH]c(-c3ccc(OCCCl)cc3)nc12. As a reaction SMILES: [Cl:1][c:2]1[c:3]([O:21][CH3:22])[c:4]2[c:5]([n:6][cH:7]1)[nH:8][c:9](-[c:11]1[cH:12][cH:13][c:14]([O:15][CH2:16][CH2:17][OH:18])[cH:19][cH:20]1)[n:10]2.[S:23]([Cl:24])([Cl:25])=[O:26]>>[Cl:1][c:2]1[c:3]([O:21][CH3:22])[c:4]2[c:5]([n:6][cH:7]1)[nH:8][c:9](-[c:11]1[cH:12][cH:13][c:14]([O:15][CH2:16][CH2:17][Cl:25])[cH:19][cH:20]1)[n:10]2.